From a dataset of the Open Reaction Database (ORD), a public repository of structured organic reaction records. describe an organic reaction: reactants, conditions, products, and yield The reactants are FC1=C(C=CC=C1)[N+](=O)[O-] (1-fluoro-2-nitrobenzene), CC(CN(C)C)(CN)C (2,2,N*1*,N*1*-Tetramethyl-propane-1,3-diamine), ice water, CCN(C(C)C)C(C)C (Hunig's base). The solvent is CS(=O)C (DMSO). Reaction conditions: temperature 80 celsius. Yields the product CN(CC(CNC1=C(C=CC=C1)[N+](=O)[O-])(C)C)C (N,N,2,2-tetramethyl-N′-(2-nitrophenyl)propane-1,3-diamine). Isolated yield 101.1%. RXN SMILES: F[C:2]1[CH:7]=[CH:6][CH:5]=[CH:4][C:3]=1[N+:8]([O-:10])=[O:9].[CH3:11][C:12]([CH3:19])([CH2:17][NH2:18])[CH2:13][N:14]([CH3:16])[CH3:15].CCN(C(C)C)C(C)C>CS(C)=O>[CH3:15][N:14]([CH3:16])[CH2:13][C:12]([CH3:19])([CH3:11])[CH2:17][NH:18][C:2]1[CH:7]=[CH:6][CH:5]=[CH:4][C:3]=1[N+:8]([O-:10])=[O:9]. Procedure: To a solution of 1-fluoro-2-nitrobenzene (353 mg, 2.5 mmol) in DMSO (5 mL) is added 2,2,N*1*,N*1*-Tetramethyl-propane-1,3-diamine (391 mg, 3 mmol), followed by Hunig's base (0.65 mL, 3.8 mmol). The reaction flask is sealed and heated to 80° C. for 16 h. The reaction is cooled to room temperature, is poured over ice water and is extracted with CH2Cl2. The organic layer is washed with water, brine, is dried (Na2SO4) and concentrated to afford the title crude compound (635 mg, crude) as an orange o...